Dataset: the Open Reaction Database (ORD), a public repository of structured organic reaction records. Task: describe an organic reaction: reactants, conditions, products, and yield Reactants: C([O-])([O-])=O.[K+].[K+] (potassium carbonate), C(C)OC(C1=CC(=C(C=C1)O)O)=O (3,4-Dihydroxy-benzoic acid ethyl ester), C(C)Br (ethyl bromide). Solvent: CN(C)C=O (DMF), CN(C)C=O (DMF). Reaction conditions: temperature 0 celsius, time 16 hour. Product: C(C)OC(C1=CC(=C(C=C1)OCC)O)=O (4-Ethoxy-3-hydroxy-benzoic acid ethyl ester). As a reaction SMILES: [CH2:1]([O:3][C:4](=[O:13])[C:5]1[CH:10]=[CH:9][C:8]([OH:11])=[C:7]([OH:12])[CH:6]=1)[CH3:2].C(=O)([O-])[O-].[K+].[K+].[CH2:20](Br)[CH3:21]>CN(C=O)C>[CH2:1]([O:3][C:4](=[O:13])[C:5]1[CH:10]=[CH:9][C:8]([O:11][CH2:20][CH3:21])=[C:7]([OH:12])[CH:6]=1)[CH3:2] |f:1.2.3|. Reported procedure: 5 g (27.2 mmol) of 3,4-Dihydroxy-benzoic acid ethyl ester was dissolved in 100 ml DMF and 3.75 g (27.2 mmol) of potassium carbonate was added. The solution was cooled to 0° C. and a solution of 2.96 g (27.2 mmol) ethyl bromide in 10 ml DMF was added dropwise. The solution was stirred for 16 h at room temperature (RT). The solvent was removed under reduced pressure. The residue was taken-up in ethyl acetate and the solution was washed three times with water and twice with saturated aqueous sodium...